Dataset: the Open Reaction Database (ORD), a public repository of structured organic reaction records. Task: describe an organic reaction: reactants, conditions, products, and yield Starting materials: FC=1C=CC=C2C=CC(NC12)=O (8-Fluoroquinolin-2(1H)-one), P(=O)(Cl)(Cl)Cl (phosphoryl trichloride), ice water. The product is ClC1=NC2=C(C=CC=C2C=C1)F (2-chloro-8-fluoroquinoline). As a reaction SMILES: [F:1][C:2]1[CH:3]=[CH:4][CH:5]=[C:6]2[C:11]=1[NH:10][C:9](=O)[CH:8]=[CH:7]2.P(Cl)(Cl)([Cl:15])=O>>[Cl:15][C:9]1[CH:8]=[CH:7][C:6]2[C:11](=[C:2]([F:1])[CH:3]=[CH:4][CH:5]=2)[N:10]=1. Reported procedure: 8-Fluoroquinolin-2(1H)-one (26 g, 159 mmol) was slurried phosphoryl trichloride (163 mL, 1753 mmol, 11 eq) and heated to 125 for 2 h. The reaction was cooled to rt and poured onto 1.2 L of ice water with vigorous stirring. When mixture had cooled to rt, the orange solid was filtered and washed with water and dried under vacuum overnight to afford 27 g of crude material. The crude material was recrystallized from hexanes by dissolving in ˜700 mL of hexanes at reflux and decanting away from residu... The reactants are C(C)OC(C(CC=1C=C2C=CNC2=CC1)OCC)=O (rac-2-ethoxy-3-(1H-indol-5-yl)-propionic acid ethyl ester), ClCC=1N=C(OC1C)C1=CC(=C(C=C1)F)C (4-chloromethyl-2-(4-fluoro-3-methyl-phenyl)-5-methyl-oxazole). The product is C(C)OC(C(=O)O)CC=1C=C2C=CN(C2=CC1)CC=1N=C(OC1C)C1=CC(=C(C=C1)F)C (Rac-2-Ethoxy-3-{1-[2-(4-fluoro-3-methyl-phenyl)-5-methyl-oxazol-4-ylmethyl]-1H-indol-5-yl}-propionic Acid). Isolated yield 48.0%. As a reaction SMILES: C([O:3][C:4](=[O:19])[CH:5]([O:16][CH2:17][CH3:18])[CH2:6][C:7]1[CH:8]=[C:9]2[C:13](=[CH:14][CH:15]=1)[NH:12][CH:11]=[CH:10]2)C.Cl[CH2:21][C:22]1[N:23]=[C:24]([C:28]2[CH:33]=[CH:32][C:31]([F:34])=[C:30]([CH3:35])[CH:29]=2)[O:25][C:26]=1[CH3:27]>>[CH2:17]([O:16][CH:5]([CH2:6][C:7]1[CH:8]=[C:9]2[C:13](=[CH:14][CH:15]=1)[N:12]([CH2:21][C:22]1[N:23]=[C:24]([C:28]3[CH:33]=[CH:32][C:31]([F:34])=[C:30]([CH3:35])[CH:29]=3)[O:25][C:26]=1[CH3:27])[CH:11]=[CH:10]2)[C:4]([OH:3])=[O:19])[CH3:18]. Reported procedure: Starting from rac-2-ethoxy-3-(1H-indol-5-yl)-propionic acid ethyl ester and 4-chloromethyl-2-(4-fluoro-3-methyl-phenyl)-5-methyl-oxazole, the title compound was obtained in 48% yield as a colourless solid. MS: (M+H)+ 437.3. The reactants are Cl.FC(C=1C=C(C=C(C1)C(F)(F)F)C1CCNCC1)(F)F (4-(3,5-Bis(trifluoromethyl)phenyl)piperidine Hydrochloride), C(C)(C)(C)OC(=O)N1CC2=C(CC1)C(=NN2)C(=O)O (6-(tert-butoxycarbonyl)-4,5,6,7-tetrahydro-1H-pyrazolo[3,4-c]pyridine-3-carboxylic acid), C(C)(C)N(CC)C(C)C (diisopropylethylamine), CCN=C=NCCCN(C)C (EDCI), C=1C=CC2=C(C1)N=NN2O (HOBt). Run in O (H2O), CN(C)C=O (DMF). Run at time 18 hour. The product is FC(C=1C=C(C=C(C1)C(F)(F)F)C1CCN(CC1)C(=O)C1=NNC=2CN(CCC21)C(=O)OC(C)(C)C)(F)F (tert-butyl 3-(4-(3,5-bis(trifluoromethyl)phenyl)piperidine-1-carbonyl)-4,5-dihydro-1H-pyrazolo[3,4-c]pyridine-6(7H)-carboxylate). RXN SMILES: Cl.[F:2][C:3]([F:21])([F:20])[C:4]1[CH:5]=[C:6]([CH:14]2[CH2:19][CH2:18][NH:17][CH2:16][CH2:15]2)[CH:7]=[C:8]([C:10]([F:13])([F:12])[F:11])[CH:9]=1.[C:22]([O:26][C:27]([N:29]1[CH2:34][CH2:33][C:32]2[C:35]([C:38](O)=[O:39])=[N:36][NH:37][C:31]=2[CH2:30]1)=[O:28])([CH3:25])([CH3:24])[CH3:23].C(N(C(C)C)CC)(C)C.CCN=C=NCCCN(C)C.C1C=CC2N(O)N=NC=2C=1>CN(C=O)C.O>[F:21][C:3]([F:2])([F:20])[C:4]1[CH:5]=[C:6]([CH:14]2[CH2:19][CH2:18][N:17]([C:38]([C:35]3[C:32]4[CH2:33][CH2:34][N:29]([C:27]([O:26][C:22]([CH3:25])([CH3:24])[CH3:23])=[O:28])[CH2:30][C:31]=4[NH:37][N:36]=3)=[O:39])[CH2:16][CH2:15]2)[CH:7]=[C:8]([C:10]([F:12])([F:13])[F:11])[CH:9]=1 |f:0.1|. Reported procedure: To a solution of 4-(3,5-bis(trifluoromethyl)phenyl)piperidine hydrochloride (20, 100 mg, 0.31 mmol), 6-(tert-butoxycarbonyl)-4,5,6,7-tetrahydro-1H-pyrazolo[3,4-c]pyridine-3-carboxylic acid (96 mg, 0.36 mmol), and diisopropylethylamine (0.16 mL, 0.90 mmol) in DMF (5.6 mL) was added EDCI (69 mg, 0.36 mmol) and HOBt (49 mg, 0.36 mmol). The resulting solution was stirred at ambient temperature for 18 h. The reaction mixture was diluted with H2O (30 mL) and extracted with EtOAc (3×30 mL). The combine... Yields the product ClC=1C(=C2N=C(C(=NC2=CC1Cl)OC)OC)C=1C=NC=CC1 (6,7-Dichloro-2,3-dimethoxy-5-(3-pyridyl)quinoxaline). Starting materials: ClC=1C(=C2N=C(C(=NC2=CC1Cl)OC)OC)I (6,7-dichloro-2,3-dimethoxy-5-iodoquinoxaline), N1=CC(=CC=C1)B(O)O (3-pyridylboronic acid), C([O-])([O-])=O.[K+].[K+] (potassium carbonate). The yield is 29.2%. As a reaction SMILES: [Cl:1][C:2]1[C:3](I)=[C:4]2[C:9](=[CH:10][C:11]=1[Cl:12])[N:8]=[C:7]([O:13][CH3:14])[C:6]([O:15][CH3:16])=[N:5]2.[N:18]1[CH:23]=[CH:22][CH:21]=[C:20](B(O)O)[CH:19]=1.C(=O)([O-])[O-].[K+].[K+]>O1CCOCC1.O.C1C=CC([P]([Pd]([P](C2C=CC=CC=2)(C2C=CC=CC=2)C2C=CC=CC=2)([P](C2C=CC=CC=2)(C2C=CC=CC=2)C2C=CC=CC=2)[P](C2C=CC=CC=2)(C2C=CC=CC=2)C2C=CC=CC=2)(C2C=CC=CC=2)C2C=CC=CC=2)=CC=1>[Cl:1][C:2]1[C:3]([C:20]2[CH:19]=[N:18][CH:23]=[CH:22][CH:21]=2)=[C:4]2[C:9](=[CH:10][C:11]=1[Cl:12])[N:8]=[C:7]([O:13][CH3:14])[C:6]([O:15][CH3:16])=[N:5]2 |f:2.3.4,^1:43,45,64,83|. Procedure: A mixture of 6,7-dichloro-2,3-dimethoxy-5-iodoquinoxaline (Preparation 108, 0.2 g, 0.519 mmol), 3-pyridylboronic acid (Rec. Trav. Chim. Pays-Bas. 84, 439 (1965)) (0.077 g, 0.623 mmol), tetrakis(triphenylphosphine)palladium(0) (0.03 g, 0.026 mmol) and potassium carbonate (0.143 g, 1.038 mmol) in 1,4-dioxane (12 mL) and water (4 mL) was heated under reflux for 16 hours. After being cooled, the mixture was concentrated under reduced pressure and the residue partitioned between ethyl acetate (20 mL)... Reagents/catalysts: C=1C=CC(=CC1)[P](C=2C=CC=CC2)(C=3C=CC=CC3)[Pd]([P](C=4C=CC=CC4)(C=5C=CC=CC5)C=6C=CC=CC6)([P](C=7C=CC=CC7)(C=8C=CC=CC8)C=9C=CC=CC9)[P](C=1C=CC=CC1)(C=1C=CC=CC1)C=1C=CC=CC1 (tetrakis(triphenylphosphine)palladium(0)). Solvent: O1CCOCC1 (1,4-dioxane), O (water). The reactants are C(C)C=1N(C=C(N1)CCN)CC1=CC=C(C=C1)C1=C(C=CC=C1)C1=NN=NN1C(C1=CC=CC=C1)(C1=CC=CC=C1)C1=CC=CC=C1 (2-Ethyl-4-(2-aminoethyl)-1-[2'-(1-trityl-1H-tetrazol-5-yl)biphenyl-4-yl]methylimidazole), O.C(C=O)(=O)OCC (ethyl glyoxylate hydrate). Solvent: O1CCCC1 (tetrahydrofuran). Reaction conditions: time 8 hour. Product: C(C)C1=NC2=C(C(NCC2)C(=O)OCC)N1CC1=CC=C(C=C1)C1=C(C=CC=C1)C1=NN=NN1C(C1=CC=CC=C1)(C1=CC=CC=C1)C1=CC=CC=C1 (ethyl 2-ethyl-3-[2'-(1-trityl- 1H-tetrazol-5-yl)biphenyl-4-yl]methyl-4,5,6,7-tetrahydroimidazo[4,5-c]pyridine-4-carboxylate). Yield: 65.2%. As a reaction SMILES: [CH2:1]([C:3]1[N:4]([CH2:11][C:12]2[CH:17]=[CH:16][C:15]([C:18]3[CH:23]=[CH:22][CH:21]=[CH:20][C:19]=3[C:24]3[N:28]([C:29]([C:42]4[CH:47]=[CH:46][CH:45]=[CH:44][CH:43]=4)([C:36]4[CH:41]=[CH:40][CH:39]=[CH:38][CH:37]=4)[C:30]4[CH:35]=[CH:34][CH:33]=[CH:32][CH:31]=4)[N:27]=[N:26][N:25]=3)=[CH:14][CH:13]=2)[CH:5]=[C:6]([CH2:8][CH2:9][NH2:10])[N:7]=1)[CH3:2].O.[C:49]([O:53][CH2:54][CH3:55])(=[O:52])[CH:50]=O>O1CCCC1>[CH2:1]([C:3]1[N:4]([CH2:11][C:12]2[CH:13]=[CH:14][C:15]([C:18]3[CH:23]=[CH:22][CH:21]=[CH:20][C:19]=3[C:24]3[N:28]([C:29]([C:36]4[CH:37]=[CH:38][CH:39]=[CH:40][CH:41]=4)([C:30]4[CH:31]=[CH:32][CH:33]=[CH:34][CH:35]=4)[C:42]4[CH:47]=[CH:46][CH:45]=[CH:44][CH:43]=4)[N:27]=[N:26][N:25]=3)=[CH:16][CH:17]=2)[C:5]2[CH:50]([C:49]([O:53][CH2:54][CH3:55])=[O:52])[NH:10][CH2:9][CH2:8][C:6]=2[N:7]=1)[CH3:2] |f:1.2|. Reported procedure: 2-Ethyl-4-(2-aminoethyl)-1-[2'-(1-trityl-1H-tetrazol-5-yl)biphenyl-4-yl]methylimidazole (7.48 g) is dissolved in tetrahydrofuran (60 ml) to which is added ethyl glyoxylate hydrate (1.56 g). The reaction mixture is stirred overnight at room temperature and then refluxed for one hour. The solution is evaporated and the residue is purified by silica gel column chromatography (solvent; chloroform/methanol) to give ethyl 2-ethyl-3-[2'-(1-trityl- 1H-tetrazol-5-yl)biphenyl-4-yl]methyl-4,5,6,7-tetrahydr... The reactants are O=CC(Cl)(Cl)Cl (chloral), Cl (HCl), NC(=O)N (Urea). The solvent is O (H2O). Yields the product OC(C(Cl)(Cl)Cl)NC(NC(C(Cl)(Cl)Cl)O)=O (Bis(1-hydroxy, 2,2,2-trichloroethyl)urea). Yield: 57.0%. RXN SMILES: [O:1]=[CH:2][C:3]([Cl:6])([Cl:5])[Cl:4].[ClH:7].[NH2:8][C:9]([NH2:11])=[O:10]>O>[OH:1][CH:2]([NH:8][C:9](=[O:10])[NH:11][CH:2]([OH:1])[C:3]([Cl:5])([Cl:4])[Cl:7])[C:3]([Cl:6])([Cl:5])[Cl:4]. Reported procedure: This compound has previously been prepared by Chattaway and James [Proc. Roy. Soc., A134 372 (1931)]. A mixture of chloral (162.2 g, 1.1 mole), H2O (100 ml), and concentrated HCl (150 ml) was stirred at 70°-80° C. Urea (30 g, 0.5 moles) was added all at once and the resulting mixture was stirred for 5 hours. The white precipitate which formed was filtered, and then washed with water until the pH of the wash water was 7. The product was then recrystallized from aqueous EtOH to give white needles;... The reactants are IC1=NN(C=C1C=O)COC (3-Iodo-1-(methoxymethyl)-1H-pyrazole-4-carbaldehyde), FC(C1=CC=C(C=C1)S(=O)(=O)N)(F)F (4-(trifluoromethyl)benzenesulfonamide). Reagents/catalysts: [O-]CC.[Ti+4].[O-]CC.[O-]CC.[O-]CC (Titanium(IV) ethoxide). Solvent: C1CCOC1 (THF), [Cl-].[Na+].O (brine). Conditions: time 16 hour. Yields the product IC1=NN(C=C1C=NS(=O)(=O)C1=CC=C(C=C1)C(F)(F)F)COC (N-((3-iodo-1-(methoxymethyl)-1H-pyrazol-4-yl)methylene)-4-(trifluoromethyl)benzenesulfonamide). Reaction SMILES: [I:1][C:2]1[C:6]([CH:7]=O)=[CH:5][N:4]([CH2:9][O:10][CH3:11])[N:3]=1.[F:12][C:13]([F:25])([F:24])[C:14]1[CH:19]=[CH:18][C:17]([S:20]([NH2:23])(=[O:22])=[O:21])=[CH:16][CH:15]=1>C1COCC1.[Cl-].[Na+].O.[O-]CC.[Ti+4].[O-]CC.[O-]CC.[O-]CC>[I:1][C:2]1[C:6]([CH:7]=[N:23][S:20]([C:17]2[CH:16]=[CH:15][C:14]([C:13]([F:12])([F:25])[F:24])=[CH:19][CH:18]=2)(=[O:21])=[O:22])=[CH:5][N:4]([CH2:9][O:10][CH3:11])[N:3]=1 |f:3.4.5,6.7.8.9.10|. Procedure: 3-Iodo-1-(methoxymethyl)-1H-pyrazole-4-carbaldehyde (39) (2.0 g, 7.52 mmol) and 4-(trifluoromethyl)benzenesulfonamide (40) (1.69 g, 7.52 mmol) were dissolved in THF (20 mL) under nitrogen. Titanium(IV) ethoxide (7.8 mL, 37.6 mmol) was added via syringe and the reaction stirred for 16 hr at rt. The reaction was poured into brine (50 mL) and filtered through a pad of Celite. The filtrate was extracted with EtOAc (3×50 mL) and the combined organics were washed with brine (100 mL), dried over Na2SO4...